This data is from the Open Reaction Database (ORD), a public repository of structured organic reaction records. The task is: describe an organic reaction: reactants, conditions, products, and yield Reactants: [H-].[Al+3].[Li+].[H-].[H-].[H-] (Lithium aluminium hydride), C(C1=CC=CC=C1)OC=1C=C(CN2C=C(C(=C2)C2=CC=CC=C2)C(=O)OC)C=C(C1)OCC1=CC=CC=C1 (methyl 1-(3,5-dibenzyloxybenzyl)-4-phenyl-3-pyrrolecarboxylate), O.O.O.O.O.O.O.O.O.O.S(=O)(=O)([O-])[O-].[Na+].[Na+] (Sodium sulfate decahydrate), CCCCCC (hexane). Run in O1CCCC1 (tetrahydrofuran). Conditions: time 1 hour. Yields the product C(C1=CC=CC=C1)OC=1C=C(CN2C=C(C(=C2)C2=CC=CC=C2)CO)C=C(C1)OCC1=CC=CC=C1 ([1-(3,5-dibenzyloxybenzyl)-4-phenyl-3-pyrrolyl]methanol). Isolated yield 97.8%. Reaction SMILES: [H-].[Al+3].[Li+].[H-].[H-].[H-].[CH2:7]([O:14][C:15]1[CH:16]=[C:17]([CH:34]=[C:35]([O:37][CH2:38][C:39]2[CH:44]=[CH:43][CH:42]=[CH:41][CH:40]=2)[CH:36]=1)[CH2:18][N:19]1[CH:23]=[C:22]([C:24]2[CH:29]=[CH:28][CH:27]=[CH:26][CH:25]=2)[C:21]([C:30](OC)=[O:31])=[CH:20]1)[C:8]1[CH:13]=[CH:12][CH:11]=[CH:10][CH:9]=1.O.O.O.O.O.O.O.O.O.O.S([O-])([O-])(=O)=O.[Na+].[Na+].CCCCCC>O1CCCC1>[CH2:38]([O:37][C:35]1[CH:34]=[C:17]([CH:16]=[C:15]([O:14][CH2:7][C:8]2[CH:13]=[CH:12][CH:11]=[CH:10][CH:9]=2)[CH:36]=1)[CH2:18][N:19]1[CH:23]=[C:22]([C:24]2[CH:29]=[CH:28][CH:27]=[CH:26][CH:25]=2)[C:21]([CH2:30][OH:31])=[CH:20]1)[C:39]1[CH:44]=[CH:43][CH:42]=[CH:41][CH:40]=1 |f:0.1.2.3.4.5,7.8.9.10.11.12.13.14.15.16.17.18.19|. Reported procedure: Lithium aluminium hydride (1.97 g) was added to a solution of methyl 1-(3,5-dibenzyloxybenzyl)-4-phenyl-3-pyrrolecarboxylate (26.2 g) in tetrahydrofuran (250 ml) at 0° C., and the mixture was stirred at room temperature for one hour. Sodium sulfate decahydrate (16.1 g) and hexane (250 ml) were added to the reaction mixture, and the mixture was stirred at room temperature for 30 minutes. After the precipitate was removed by filtration, the filtrate was concentrated. The colorless crystals obtaine... Reactants: C1=NC=CC2=C(C=CC=C12)NC1CCN(CC1)C(=O)OC(C)(C)C (4-(5-isoquinolyl)amino-1-(tert-butoxycarbonyl)piperidine), Cl.CO (hydrogen chloride methanol). Yields the product Cl.C1=NC=CC2=C(C=CC=C12)NC1CCNCC1 (4-(5-isoquinolyl)aminopiperidine hydrochloride). RXN SMILES: [CH:1]1[C:10]2[C:5](=[C:6]([NH:11][CH:12]3[CH2:17][CH2:16][N:15](C(OC(C)(C)C)=O)[CH2:14][CH2:13]3)[CH:7]=[CH:8][CH:9]=2)[CH:4]=[CH:3][N:2]=1.[ClH:25].CO>>[ClH:25].[CH:1]1[C:10]2[C:5](=[C:6]([NH:11][CH:12]3[CH2:17][CH2:16][NH:15][CH2:14][CH2:13]3)[CH:7]=[CH:8][CH:9]=2)[CH:4]=[CH:3][N:2]=1 |f:1.2,3.4|. Reported procedure: According to the method of Example 1, Step C, deprotection was performed (50° C., 2 hours) by using Intermediate 32 (327 mg) and 10% hydrogen chloride/methanol solution (5 ml). The reaction mixture was cooled to room temperature, and then the solvent was evaporated under reduced pressure. The residue was added with methanol (1 ml) and diethyl ether (3 ml). The deposited precipitates were collected by filtration and washed with diethyl ether to obtain the title compound (286 mg) as light yellow p... The reactants are C(C)OC(C(CC1=CC=C(C=C1)OCCC1=CC=C(C=C1)OCC1=CC=CC=C1)OCC)=O (3-{4-[2-(4-Benzyloxyphenyl)ethoxy]phenyl}-2-ethoxypropanoic acid ethyl ester). Reagents/catalysts: [Pd] (Pd/C). Solvent: C(C)(=O)OCC (ethyl acetate). Product: C(C)OC(C(CC1=CC=C(C=C1)OCCC1=CC=C(C=C1)O)OCC)=O (2-ethoxy-3-{4-[2-(4-hydroxyphenyl)ethoxy]phenyl}propanoic acid ethyl ester). The yield is 87.8%. RXN SMILES: [CH2:1]([O:3][C:4](=[O:33])[CH:5]([O:30][CH2:31][CH3:32])[CH2:6][C:7]1[CH:12]=[CH:11][C:10]([O:13][CH2:14][CH2:15][C:16]2[CH:21]=[CH:20][C:19]([O:22]CC3C=CC=CC=3)=[CH:18][CH:17]=2)=[CH:9][CH:8]=1)[CH3:2]>C(OCC)(=O)C.[Pd]>[CH2:1]([O:3][C:4](=[O:33])[CH:5]([O:30][CH2:31][CH3:32])[CH2:6][C:7]1[CH:12]=[CH:11][C:10]([O:13][CH2:14][CH2:15][C:16]2[CH:17]=[CH:18][C:19]([OH:22])=[CH:20][CH:21]=2)=[CH:9][CH:8]=1)[CH3:2]. Procedure details: 3-{4-[2-(4-Benzyloxyphenyl)ethoxy]phenyl}-2-ethoxypropanoic acid ethyl ester (16 g; 35.6 mmole) was hydrogenated at atmospheric pressure in ethyl acetate (300 ml) using Pd/C (dry, 10%) as catalyst. The mixture was filtered through celite and the solvent was evaporated in vacuo to give 11.2 g (yield 88%) of 2-ethoxy-3-{4-[2-(4-hydroxyphenyl)ethoxy]phenyl}propanoic acid ethyl ester. Starting materials: 60, C(C#CC#CCO)O (2,4-hexadiyne-1,6-diol), C(C)N=C=O (ethyl isocyanate), COCCOC (1,2-dimethoxyethane), dibutyl-tin-2-ethylhexoate. Reagents/catalysts: [Cu] (copper). Run in C(C)N(CC)CC (triethylamine). The product is C(C#CC#CCO)O.C(C)N(C(=O)OCC)CC (2,4-hexadiyne-1,6-diol bis-ethylurethane). The yield is 95.0%. RXN SMILES: [CH2:1]([OH:8])[C:2]#[C:3][C:4]#[C:5][CH2:6][OH:7].[CH2:9]([N:11]=[C:12]=[O:13])[CH3:10].C[O:15][CH2:16][CH2:17]OC>[Cu].C(N(CC)CC)C>[CH2:1]([OH:8])[C:2]#[C:3][C:4]#[C:5][CH2:6][OH:7].[CH2:9]([N:11]([CH2:1][CH3:2])[C:12]([O:15][CH2:16][CH3:17])=[O:13])[CH3:10] |f:5.6|. Procedure details: The monomer 2,4-hexadiyne-1,6-diol-bis-ethylurethane is synthesized in 95% yield by the reaction of 11.0 gm (0.10 mole) 2,4-hexadiyne-1,6-diol with 26.5 gm (0.37 mole) ethyl isocyanate in the presence of 1,2-dimethoxyethane (50 ml), dibutyl-tin-2-ethylhexoate (0.1 gm), and triethylamine (2 ml). The monomer is recrystallized as approximately 3 cm long needles by the slow cooling of a 10:90 acetone/petroleum ether solution (75ml) containing 0.2 gm sample, as described in Example 4. These crystals ... Starting materials: C(=NC1CCCCC1)=NC1CCCCC1, ClC(Cl)Cl, CCN1CC(N)CN1CC, On1nnc2ccccc21, O=C(O)c1ccc(O)cc1O. Yields the product CCN1CC(NC(=O)c2ccc(O)cc2O)CN1CC. Reaction SMILES: [CH:22]1([N:23]=[C:24]=[N:25][CH:26]2[CH2:27][CH2:28][CH2:29][CH2:30][CH2:31]2)[CH2:32][CH2:33][CH2:34][CH2:35][CH2:36]1.[CH:47]([Cl:48])([Cl:49])[Cl:50].[NH2:37][CH:38]1[CH2:39][N:40]([CH2:45][CH3:46])[N:41]([CH2:43][CH3:44])[CH2:42]1.[OH:12][n:13]1[c:14]2[cH:15][cH:16][cH:17][cH:18][c:19]2[n:20][n:21]1.[OH:1][c:2]1[c:3]([C:4](=[O:5])[OH:6])[cH:7][cH:8][c:9]([OH:11])[cH:10]1>>[OH:1][c:2]1[c:3]([C:4](=[O:6])[NH:37][CH:38]2[CH2:39][N:40]([CH2:45][CH3:46])[N:41]([CH2:43][CH3:44])[CH2:42]2)[cH:7][cH:8][c:9]([OH:11])[cH:10]1. The reactants are [OH-] (hydroxide), diazonium salt, OC1=C(C=CC=C1)CC(=O)O (2-hydroxy-phenylacetic acid), ice, COC(=O)C1=CC(=CC(=C1)N)C(=O)OC (dimethyl-5-amino-benzene-1,3-dicarboxylate), N(=O)[O-].[Na+] (sodium nitrite). The solvent is O (water), C(C)(=O)O (acetic acid), [OH-].[Na+] (sodium hydroxide), O (water), Cl (hydrochloric acid), ice water. Conditions: temperature 80 celsius. The product is COC(=O)C=1C=C(C=C(C1)C(=O)OC)N=NC=1C=CC(=C(C1)CC(=O)O)O (5-(3,5-bis-(methoxycarbonyl)-phenylazo)-2-hydroxy-phenylacetic acid). RXN SMILES: [CH3:1][O:2][C:3]([C:5]1[CH:10]=[C:9]([NH2:11])[CH:8]=[C:7]([C:12]([O:14][CH3:15])=[O:13])[CH:6]=1)=[O:4].[N:16]([O-])=O.[Na+].[OH:20][C:21]1[CH:26]=[CH:25][CH:24]=[CH:23][C:22]=1[CH2:27][C:28]([OH:30])=[O:29].[OH-]>Cl.O.[OH-].[Na+].C(O)(=O)C>[CH3:1][O:2][C:3]([C:5]1[CH:10]=[C:9]([N:11]=[N:16][C:24]2[CH:25]=[CH:26][C:21]([OH:20])=[C:22]([CH2:27][C:28]([OH:30])=[O:29])[CH:23]=2)[CH:8]=[C:7]([C:12]([O:14][CH3:15])=[O:13])[CH:6]=1)=[O:4] |f:1.2,7.8|. Reported procedure: 20.9 g of dimethyl-5-amino-benzene-1,3-dicarboxylate was dissolved in 20 ml of concentrated hydrochloric acid in 200 ml of ice water. The solution was diazotized with 7 g of sodium nitrite dissolved in 30 ml of water. 30.4 g of 2-hydroxy-phenylacetic acid was dissolved in 200 ml of water and 24 g of sodium hydroxide. The solution was cooled with 100 g of ice. To this hydroxide solution was then added the diazonium salt solution, all at once, and with vigorous stirring. After 30 seconds the solut...